Dataset: the Open Reaction Database (ORD), a public repository of structured organic reaction records. Task: describe an organic reaction: reactants, conditions, products, and yield Starting materials: ClC=1C=C(C(=C2C(CCSC12)=O)C)C(=O)OCC (8-chloro-6-ethoxycarbonyl-5-methylthiochroman-4-one), Cl (hydrochloric acid). Run in C(C)(=O)O (acetic acid), O (water). The product is C(=O)(O)C=1C(=C2C(CCSC2=C(C1)Cl)=O)C (6-carboxy-8-chloro-5-methylthiochroman-4-one). Yield: 89.0%. Reaction SMILES: [Cl:1][C:2]1[CH:3]=[C:4]([C:14]([O:16]CC)=[O:15])[C:5]([CH3:13])=[C:6]2[C:11]=1[S:10][CH2:9][CH2:8][C:7]2=[O:12].Cl>C(O)(=O)C.O>[C:14]([C:4]1[C:5]([CH3:13])=[C:6]2[C:11](=[C:2]([Cl:1])[CH:3]=1)[S:10][CH2:9][CH2:8][C:7]2=[O:12])([OH:16])=[O:15]. Procedure: 2.0 Grams (7.0 mmol) of 8-chloro-6-ethoxycarbonyl-5-methylthiochroman-4-one was dissolved in 10 ml of acetic acid, and 10 ml of a 4N hydrochloric acid aqueous solution was added. The mixture was refluxed under heat for 5 hours. After allowed to cool to room temperature, the reaction mixture was diluted with about 100 ml of water, and a precipitated solid was extracted with ethyl acetate. A carboxylic acid component was extracted from an organic layer with a saturated sodium hydrogencarbonate aqu... Reactants: C(O)([O-])=O.[NH4+] (Ammonium hydrogencarbonate), ON1N=NC2=C1C=CC=C2 (N-Hydroxybenzotriazole), Cl.C(C)N=C=NCCCN(C)C (1-ethyl-3-(3-dimethylaminopropyl)carbodiimide hydrochloride), Cl.C1=CC=CC=2C(C3=C(CCC21)C=CC=C3)=CCCN3C[C@@H](CCC3)C(=O)O ((R)-1-(3-(10,11-Dihydro-5H-dibenzo[a,d]cyclohepten-5-ylidene)-1-propyl)-3-piperidinecarboxylic acid hydrochloride). The solvent is CN(C=O)C (N,N-dimethylformamide), C(C)(=O)OCC (Ethyl acetate). Conditions: time 20 minute. The product is Cl.C1=CC=CC=2C(C3=C(CCC21)C=CC=C3)=CCCN3C[C@@H](CCC3)C(=O)N ((R)-1-(3-(10,11-Dihydro-5H-dibenzo[a,d]cyclohepten-5-ylidene)-1-propyl)-3-piperidinecarboxamide Hydrochloride). The yield is 31.0%. RXN SMILES: [ClH:1].[CH:2]1[C:12]2[CH2:11][CH2:10][C:9]3[CH:13]=[CH:14][CH:15]=[CH:16][C:8]=3[C:7](=[CH:17][CH2:18][CH2:19][N:20]3[CH2:25][CH2:24][CH2:23][C@@H:22]([C:26](O)=[O:27])[CH2:21]3)[C:6]=2[CH:5]=[CH:4][CH:3]=1.O[N:30]1C2C=CC=CC=2N=N1.Cl.C(N=C=NCCCN(C)C)C.C(=O)([O-])O.[NH4+]>CN(C)C=O.C(OCC)(=O)C>[ClH:1].[CH:13]1[C:9]2[CH2:10][CH2:11][C:12]3[CH:2]=[CH:3][CH:4]=[CH:5][C:6]=3[C:7](=[CH:17][CH2:18][CH2:19][N:20]3[CH2:25][CH2:24][CH2:23][C@@H:22]([C:26]([NH2:30])=[O:27])[CH2:21]3)[C:8]=2[CH:16]=[CH:15][CH:14]=1 |f:0.1,3.4,5.6,9.10|. Reported procedure: (R)-1-(3-(10,11-Dihydro-5H-dibenzo[a,d]cyclohepten-5-ylidene)-1-propyl)-3-piperidinecarboxylic acid hydrochloride (4.96 g, 12.5 mmol, prepared as described in WO 9518793) was dissolved in N,N-dimethylformamide (60 ml). N-Hydroxybenzotriazole (1.86 g, 13.8 mmol) and 1-ethyl-3-(3-dimethylaminopropyl)carbodiimide hydrochloride (2.64 g, 13.8 mmol) were added, and the resulting mixture was stirred at room temperature for 20 minutes. Ammonium hydrogencarbonate (1.98 93 25 mmol) was added and the mixtu... Reaction SMILES: [C:1]([OH:10])(=[O:9])[CH2:2][CH2:3]CCCCC.[CH2:11]([CH2:14][NH:15][CH2:16][CH2:17][CH2:18][NH2:19])[CH2:12][NH2:13]>>[C:1]([OH:10])(=[O:9])[CH2:2][CH3:3].[CH2:11]([CH2:14][NH:15][CH2:16][CH2:17][CH2:18][NH2:19])[CH2:12][NH2:13]. The product is 14.8, C(CC)(=O)O (propionic acid), C(CN)CNCCCN (dipropylene triamine). Reactants: C(CCCCCCC)(=O)O (caprylic acid), polyester, polyacrylonitrile, C(CN)CNCCCN (dipropylene triamine). Procedure details: In manner analogous to Example 3, polyester and polyacrylonitrile fibre may be treated with the product obtained by using, in place of the acylation product from caprylic acid and dipropylene triamine, 17.6 parts of a product formed by thermal condensation of 14.8 parts of propionic acid with 26.2 parts of dipropylene triamine, having a viscosity of about 150 cp (approximately 50% solution). Reactants: C(C)(=O)NC1C=2C=CC=CC2C=2NC(C=3N(C21)C=CN3)=O (10-acetamido-5H,10H-imidazo[1,2-a]indeno[1,2-e]pyrazin-4-one), Cl (hydrochloric acid). Run in CO (methanol), O (water). Reaction conditions: temperature 20 celsius, time 2 hour. The product is Cl.NC1C=2C=CC=CC2C=2NC(C=3N(C21)C=CN3)=O (10-amino-5H,10H-imidazo[1,2-a]indeno[1,2-e]-pyrazin-4-one hydrochloride). RXN SMILES: C([NH:4][CH:5]1[C:17]2[N:16]3[CH:18]=[CH:19][N:20]=[C:15]3[C:14](=[O:21])[NH:13][C:12]=2[C:11]2[CH:10]=[CH:9][CH:8]=[CH:7][C:6]1=2)(=O)C.[ClH:22]>O.CO>[ClH:22].[NH2:4][CH:5]1[C:17]2[N:16]3[CH:18]=[CH:19][N:20]=[C:15]3[C:14](=[O:21])[NH:13][C:12]=2[C:11]2[CH:10]=[CH:9][CH:8]=[CH:7][C:6]1=2 |f:4.5|. Procedure details: A solution of 12.9 g of 10-acetamido-5H,10H-imidazo[1,2-a]indeno[1,2-e]pyrazin-4-one in 650 ml of 2N aqueous hydrochloric acid solution is heated to boiling for 2 hours, cooled and then concentrated to dryness under reduced pressure (15 mmHg; 2 kPa) at 80° C. 4 g (of the 14.8 g obtained in total) are dissolved in 250 ml of distilled water and the solution is stirred for 16 hours at a temperature in the region of 20° C. The crystals formed are separated out by filtration, washed successively with... The reactants are N (NH3), C(C1=CC=CC=C1)OC=1C=C(C=CC1)C=1N=C(N2C1C(=NC=C2)Cl)C=2C=C(C=CC2)CO ({3-[1-(3-benzyloxyphenyl)-8-chloroimidazo[1,5-a]pyrazin-3-yl]-phenyl}-methanol). Solvent: N.CC(C)O (NH3 i-PrOH). Reaction conditions: temperature 110 celsius. The product is NC=1C=2N(C=CN1)C(=NC2C2=CC(=CC=C2)OCC2=CC=CC=C2)C=2C=C(C=CC2)CO ({3-[8-Amino-1-(3-benzyloxyphenyl)-imidazo[1,5-a]pyrazin-3-yl]-phenyl}-methanol). Yield: 89.0%. RXN SMILES: [NH3:1].[CH2:2]([O:9][C:10]1[CH:11]=[C:12]([C:16]2[N:17]=[C:18]([C:26]3[CH:27]=[C:28]([CH2:32][OH:33])[CH:29]=[CH:30][CH:31]=3)[N:19]3[CH:24]=[CH:23][N:22]=[C:21](Cl)[C:20]=23)[CH:13]=[CH:14][CH:15]=1)[C:3]1[CH:8]=[CH:7][CH:6]=[CH:5][CH:4]=1>N.CC(O)C>[NH2:1][C:21]1[C:20]2[N:19]([C:18]([C:26]3[CH:27]=[C:28]([CH2:32][OH:33])[CH:29]=[CH:30][CH:31]=3)=[N:17][C:16]=2[C:12]2[CH:13]=[CH:14][CH:15]=[C:10]([O:9][CH2:2][C:3]3[CH:8]=[CH:7][CH:6]=[CH:5][CH:4]=3)[CH:11]=2)[CH:24]=[CH:23][N:22]=1 |f:2.3|. Procedure details: Gaseous NH3 was condensed into a cooled (−78° C.) solution of {3-[1-(3-benzyloxyphenyl)-8-chloroimidazo[1,5-a]pyrazin-3-yl]-phenyl}-methanol (366 mg, 0.829 mmol) in NH3/i-PrOH (2M, 5 mL) in a pressure tube until the volume had doubled. The tube was sealed and heated to 110° C. for 19 h. After excess NH3/i-PrOH was removed in vacuo, the residue was suspended between CH2Cl2 and water, the layers were separated, and the aqueous layer was extracted with CH2Cl2 (3×30 mL). The combined organic layers ... Starting materials: C1(CCCC1)CC(=O)OCC1=CC=CC=C1 (benzyl cyclopentaneacetate), ICCCCCCCCI (1,8-diiodooctane), CN(P(=O)(N(C)C)N(C)C)C (hexamethylphosphoramide). The solvent is C1CCOC1 (THF). Conditions: time 30 minute. Product: C1(CCCC1)C(C(=O)OCC1=CC=CC=C1)CCCCCCCCI (benzyl 2-cyclopentyl-10-iododecanoate). RXN SMILES: [CH:1]1([CH2:6][C:7]([O:9][CH2:10][C:11]2[CH:16]=[CH:15][CH:14]=[CH:13][CH:12]=2)=[O:8])[CH2:5][CH2:4][CH2:3][CH2:2]1.[I:17][CH2:18][CH2:19][CH2:20][CH2:21][CH2:22][CH2:23][CH2:24][CH2:25]I.CN(C)P(N(C)C)(N(C)C)=O>C1COCC1>[CH:1]1([CH:6]([CH2:25][CH2:24][CH2:23][CH2:22][CH2:21][CH2:20][CH2:19][CH2:18][I:17])[C:7]([O:9][CH2:10][C:11]2[CH:12]=[CH:13][CH:14]=[CH:15][CH:16]=2)=[O:8])[CH2:5][CH2:4][CH2:3][CH2:2]1. Procedure details: To a cooled (-78° C.) solution of lithium diisopropylamide (20 mmol) in a mixture of THF (20 mL) and hexane (8 mL) (obtained in situ from the corresponding diisopropylamine and n-BuLi) was added slowly the compound obtained in step 1(3.96 g, 18 mmol) in anhyd. THF(10 mL). The mixture was stirred for 30 minutes and 1,8-diiodooctane (7.19 g, 20 mmol) in hexamethylphosphoramide (3.50 g, 20 mmol), was added. The mixture was stirred at -78° C. for 30 minutes, slowly brought to 0° C. over a period of ...